Dataset: the Open Reaction Database (ORD), a public repository of structured organic reaction records. Task: describe an organic reaction: reactants, conditions, products, and yield The reactants are O=C1N(CN(C12CCN(CC2)CCCN2C(C1(C3=CC=CC=C23)CC1)=O)C1=CC=CC=C1)CC1=C(C(=O)OC(C)(C)C)C=CC=C1 (tert-butyl 2-((4-oxo-8-(3-(2′-oxospiro[cyclopropane-1,3′-indoline]-1′-yl)propyl)-1-phenyl-1,3,8-triazaspiro[4.5]decan-3-yl)methyl)benzoate), C(C)[SiH](CC)CC (triethylsilane). Solvent: C(=O)O (formic acid). Reaction conditions: time 18 hour. The product is O=C1N(CN(C12CCN(CC2)CCCN2C(C1(C3=CC=CC=C23)CC1)=O)C1=CC=CC=C1)CC1=C(C(=O)O)C=CC=C1 (2-((4-Oxo-8-(3-(2′-oxospiro[cyclopropane-1,3′-indoline]-1′-yl)propyl)-1-phenyl-1,3,8-triazaspiro[4.5]decan-3-yl)methyl)benzoic acid), hydrochloride salt. Yield: 95.0%. Reaction SMILES: [O:1]=[C:2]1[C:6]2([CH2:11][CH2:10][N:9]([CH2:12][CH2:13][CH2:14][N:15]3[C:23]4[C:18](=[CH:19][CH:20]=[CH:21][CH:22]=4)[C:17]4([CH2:25][CH2:24]4)[C:16]3=[O:26])[CH2:8][CH2:7]2)[N:5]([C:27]2[CH:32]=[CH:31][CH:30]=[CH:29][CH:28]=2)[CH2:4][N:3]1[CH2:33][C:34]1[CH:46]=[CH:45][CH:44]=[CH:43][C:35]=1[C:36]([O:38]C(C)(C)C)=[O:37].C([SiH](CC)CC)C>C(O)=O>[O:1]=[C:2]1[C:6]2([CH2:11][CH2:10][N:9]([CH2:12][CH2:13][CH2:14][N:15]3[C:23]4[C:18](=[CH:19][CH:20]=[CH:21][CH:22]=4)[C:17]4([CH2:25][CH2:24]4)[C:16]3=[O:26])[CH2:8][CH2:7]2)[N:5]([C:27]2[CH:28]=[CH:29][CH:30]=[CH:31][CH:32]=2)[CH2:4][N:3]1[CH2:33][C:34]1[CH:46]=[CH:45][CH:44]=[CH:43][C:35]=1[C:36]([OH:38])=[O:37]. Procedure: To tert-butyl 2-((4-oxo-8-(3-(2′-oxospiro[cyclopropane-1,3′-indoline]-1′-yl)propyl)-1-phenyl-1,3,8-triazaspiro[4.5]decan-3-yl)methyl)benzoate (0.18 g, 0.29 mmol) was added concentrated formic acid (3 mL) and triethylsilane (0.05 mL). After stirring at room temperature for 18 hours, the reaction mixture was concentrated, taken in 4M HCl in dioxane and lyophilized to obtain the title compound as a hydrochloride salt (0.165 g, 95%); 1H NMR (DMSO-d6): δ 1.52-1.63 (m, 4H), 1.98 (d, 2H, J=14.8 Hz), 2.... Reactants: [N+](=O)([O-])C1=C(C(=O)NN)C=CC=C1 (2-nitrobenzoic hydrazide), CC=1OC(C2=C(N1)C=CC=C2)=O (2-methylbenzo[d][1,3]oxazin-4-one), CN1C(CCC1)=O (N-methylpyrrolidone). The solvent is O (water). Run at temperature 80 celsius, time 2 hour. Yields the product CC1=NN=C(N1C1=C(C(=O)O)C=CC=C1)C1=C(C=CC=C1)[N+](=O)[O-] (2-[3-methyl-5-(2-nitrophenyl)-[1,2,4]triazol-4-yl]benzoic acid). As a reaction SMILES: [N+:1]([C:4]1[CH:13]=[CH:12][CH:11]=[CH:10][C:5]=1[C:6]([NH:8][NH2:9])=O)([O-:3])=[O:2].[CH3:14][C:15]1[O:16][C:17](=[O:25])[C:18]2[CH:24]=[CH:23][CH:22]=[CH:21][C:19]=2[N:20]=1.CN1CCCC1=O>O>[CH3:14][C:15]1[N:20]([C:19]2[CH:21]=[CH:22][CH:23]=[CH:24][C:18]=2[C:17]([OH:25])=[O:16])[C:6]([C:5]2[CH:10]=[CH:11][CH:12]=[CH:13][C:4]=2[N+:1]([O-:3])=[O:2])=[N:8][N:9]=1. Reported procedure: The mixture consisting of 1.8 g of 2-nitrobenzoic hydrazide, 1.6 g of 2-methylbenzo[d][1,3]oxazin-4-one and 5 ml of N-methylpyrrolidone was heated to 80° C. with stirring for 2 hours. After cooling, the mixture was admixed with water to slight cloudiness and stirred for a further 1 hour, during which time a solid precipitated out which was filtered off with suction, recrystallized from ethanol and dried under reduced pressure. Reactants: [N+]1(=C2C(=CC=C1)CCC2)[O-] (6,7-dihydro-5H-cyclopenta[b]pyridine 1-oxide), C(C)(=O)OC(C)=O (acetic anhydride). Reaction conditions: temperature 100 celsius, time 30 minute. The product is C(C)(=O)OC1CCC=2C1=NC=CC2 (6,7-dihydro-5H-cyclopenta[b]pyridine-7-yl acetate). Reaction SMILES: [N+:1]1([O-])[CH:6]=[CH:5][CH:4]=[C:3]2[CH2:7][CH2:8][CH2:9][C:2]=12.[C:11]([O:14]C(=O)C)(=[O:13])[CH3:12]>>[C:11]([O:14][CH:9]1[C:2]2=[N:1][CH:6]=[CH:5][CH:4]=[C:3]2[CH2:7][CH2:8]1)(=[O:13])[CH3:12]. Procedure: A mixture of 6,7-dihydro-5H-cyclopenta[b]pyridine 1-oxide and acetic anhydride was stirred for 30 minutes at 100° C. Concentrated and added DCM (30 mL). The organic layer was washed with Sat. NaHCO3. The organic layer was dried over sodium sulfate and filtered. The organic layer was concentrated in vacuo and purification of the crude material via Isco (3-5% Methanol/DCM) gave rise to the desired 6,7-dihydro-5H-cyclopenta[b]pyridine-7-yl acetate (900 mg).